describe an organic reaction: reactants, conditions, products, and yield From a dataset of the Open Reaction Database (ORD), a public repository of structured organic reaction records. The reactants are CC(=O)O (AcOH), C(C)(C)(C)OC(=O)N1C=C(C2=CC=CC=C12)C[C@@H](NC(C[C@@H](\C=C\CCSC(C1=CC=CC=C1)(C1=CC=CC=C1)C1=CC=CC=C1)O)=O)C(N[C@H](CSC(C1=CC=CC=C1)(C1=CC=CC=C1)C1=CC=CC=C1)C(N[C@@H]([C@H](CC(=O)OCC=C)O)C(C)C)=O)=O (3-[(R)-2-[(S)-1-((1R,2S)-3-allyloxycarbonyl-2-hydroxy-1-isopropyl-propylcarbamoyl)-2-tritylsulfanyl-ethylcarbamoyl]-2-((E)-(S)-3-hydroxy-7-tritylsulfanyl-hept-4-enoylamino)-ethyl]-indole-1-carboxylic acid tert-butyl ester), N1CCOCC1 (morpholine). Reagents/catalysts: C=1C=CC(=CC1)[P](C=2C=CC=CC2)(C=3C=CC=CC3)[Pd]([P](C=4C=CC=CC4)(C=5C=CC=CC5)C=6C=CC=CC6)([P](C=7C=CC=CC7)(C=8C=CC=CC8)C=9C=CC=CC9)[P](C=1C=CC=CC1)(C=1C=CC=CC1)C=1C=CC=CC1 (Pd(PPh3)4). Run in CO (methanol). Conditions: time 20 minute. Product: C(C)(C)(C)OC(=O)N1C=C(C2=CC=CC=C12)C[C@@H](NC(C[C@@H](\C=C\CCSC(C1=CC=CC=C1)(C1=CC=CC=C1)C1=CC=CC=C1)O)=O)C(N[C@H](CSC(C1=CC=CC=C1)(C1=CC=CC=C1)C1=CC=CC=C1)C(N[C@@H]([C@H](CC(=O)O)O)C(C)C)=O)=O (3-[(R)-2-[(S)-1-((1R,2S)-3-carboxy-2-hydroxy-1-isopropyl-propylcarbamoyl)-2-tritylsulfanyl-ethylcarbamoyl]-2-((E)-(S)-3-hydroxy-7-tritylsulfanyl-hept-4-enoylamino)-ethyl]-indole-1-carboxylic acid tert-butyl ester). Yield: 72.3%. RXN SMILES: [C:1]([O:5][C:6]([N:8]1[C:16]2[C:11](=[CH:12][CH:13]=[CH:14][CH:15]=2)[C:10]([CH2:17][C@H:18]([C:49](=[O:89])[NH:50][C@@H:51]([C:73](=[O:88])[NH:74][C@H:75]([CH:85]([CH3:87])[CH3:86])[C@@H:76]([OH:84])[CH2:77][C:78]([O:80]CC=C)=[O:79])[CH2:52][S:53][C:54]([C:67]2[CH:72]=[CH:71][CH:70]=[CH:69][CH:68]=2)([C:61]2[CH:66]=[CH:65][CH:64]=[CH:63][CH:62]=2)[C:55]2[CH:60]=[CH:59][CH:58]=[CH:57][CH:56]=2)[NH:19][C:20](=[O:48])[CH2:21][C@H:22]([OH:47])/[CH:23]=[CH:24]/[CH2:25][CH2:26][S:27][C:28]([C:41]2[CH:46]=[CH:45][CH:44]=[CH:43][CH:42]=2)([C:35]2[CH:40]=[CH:39][CH:38]=[CH:37][CH:36]=2)[C:29]2[CH:34]=[CH:33][CH:32]=[CH:31][CH:30]=2)=[CH:9]1)=[O:7])([CH3:4])([CH3:3])[CH3:2].N1CCOCC1.CC(O)=O>CO.C1C=CC([P]([Pd]([P](C2C=CC=CC=2)(C2C=CC=CC=2)C2C=CC=CC=2)([P](C2C=CC=CC=2)(C2C=CC=CC=2)C2C=CC=CC=2)[P](C2C=CC=CC=2)(C2C=CC=CC=2)C2C=CC=CC=2)(C2C=CC=CC=2)C2C=CC=CC=2)=CC=1>[C:1]([O:5][C:6]([N:8]1[C:16]2[C:11](=[CH:12][CH:13]=[CH:14][CH:15]=2)[C:10]([CH2:17][C@H:18]([C:49](=[O:89])[NH:50][C@@H:51]([C:73](=[O:88])[NH:74][C@H:75]([CH:85]([CH3:86])[CH3:87])[C@@H:76]([OH:84])[CH2:77][C:78]([OH:80])=[O:79])[CH2:52][S:53][C:54]([C:67]2[CH:68]=[CH:69][CH:70]=[CH:71][CH:72]=2)([C:55]2[CH:60]=[CH:59][CH:58]=[CH:57][CH:56]=2)[C:61]2[CH:66]=[CH:65][CH:64]=[CH:63][CH:62]=2)[NH:19][C:20](=[O:48])[CH2:21][C@H:22]([OH:47])/[CH:23]=[CH:24]/[CH2:25][CH2:26][S:27][C:28]([C:29]2[CH:30]=[CH:31][CH:32]=[CH:33][CH:34]=2)([C:35]2[CH:40]=[CH:39][CH:38]=[CH:37][CH:36]=2)[C:41]2[CH:46]=[CH:45][CH:44]=[CH:43][CH:42]=2)=[CH:9]1)=[O:7])([CH3:2])([CH3:3])[CH3:4] |^1:105,107,126,145|. Reported procedure: To a solution of 4B (166 mg, 0.13 mmol), Pd(PPh3)4 (15.7 mg, 0.014 mmol) in dry methanol (4 mL) under argon was added morpholine (24 μL, 0.27 mmol) which was allowed to stir for 1 h 20 min. The reaction mixture was concentrated in vacuo, CH2Cl2 (15 mL) was then added before washing with 1M HCl (10 mL), sat. sodium hydrogen carbonate (10 mL) and sat. brine (10 mL). The combined organic fractions were dried (MgSO4), filtered and concentrated in vacuo. Purification by column chromatography on silic... Reactants: [Br-], [Br-], [Br-], C1CCOC1, O=C(Cc1ccc(Cl)cc1)c1ccccc1Cl, C[N+](C)(C)c1ccccc1, C[N+](C)(C)c1ccccc1, C[N+](C)(C)c1ccccc1. The product is O=C(c1ccccc1Cl)C(Br)c1ccc(Cl)cc1. Reaction SMILES: [Br-:1].[Br-:2].[Br-:3].[CH2:51]1[O:52][CH2:53][CH2:54][CH2:55]1.[Cl:34][c:35]1[c:36]([C:41]([CH2:42][c:43]2[cH:44][cH:45][c:46]([Cl:49])[cH:47][cH:48]2)=[O:50])[cH:37][cH:38][cH:39][cH:40]1.[c:14]1([N+:15]([CH3:16])([CH3:17])[CH3:18])[cH:19][cH:20][cH:21][cH:22][cH:23]1.[c:24]1([N+:25]([CH3:26])([CH3:27])[CH3:28])[cH:29][cH:30][cH:31][cH:32][cH:33]1.[c:4]1([N+:5]([CH3:6])([CH3:7])[CH3:8])[cH:9][cH:10][cH:11][cH:12][cH:13]1>>[Br:1][CH:42]([C:41]([c:36]1[c:35]([Cl:34])[cH:40][cH:39][cH:38][cH:37]1)=[O:50])[c:43]1[cH:44][cH:45][c:46]([Cl:49])[cH:47][cH:48]1.